From a dataset of the Open Reaction Database (ORD), a public repository of structured organic reaction records. describe an organic reaction: reactants, conditions, products, and yield Starting materials: O=S(=O)(Cl)C=Cc1ccc(Cl)cc1, Nc1ccc(F)cc1. Product: O=S(=O)(C=Cc1ccc(Cl)cc1)Nc1ccc(F)cc1. As a reaction SMILES: [Cl:1][c:2]1[cH:3][cH:4][c:5]([CH:6]=[CH:7][S:8](=[O:9])(=[O:10])[Cl:11])[cH:12][cH:13]1.[NH2:14][c:15]1[cH:16][cH:17][c:18]([F:19])[cH:20][cH:21]1>>[Cl:1][c:2]1[cH:3][cH:4][c:5]([CH:6]=[CH:7][S:8](=[O:9])(=[O:10])[NH:14][c:15]2[cH:16][cH:17][c:18]([F:19])[cH:20][cH:21]2)[cH:12][cH:13]1. Starting materials: CCOC(=O)c1c(C2CC2)nc(CC)n1Cc1ccc2oc(-c3ccccc3-c3nnn[nH]3)c(Br)c2c1, CCO, [K+], [OH-], O. Yields the product CCc1nc(C2CC2)c(C(=O)O)n1Cc1ccc2oc(-c3ccccc3-c3nnn[nH]3)c(Br)c2c1. Reaction SMILES: [Br:3][c:4]1[c:5](-[c:29]2[c:30](-[c:35]3[n:36][n:37][n:38][nH:39]3)[cH:31][cH:32][cH:33][cH:34]2)[o:6][c:7]2[c:8]1[cH:9][c:10]([CH2:13][n:14]1[c:15]([CH2:27][CH3:28])[n:16][c:17]([CH:24]3[CH2:25][CH2:26]3)[c:18]1[C:19](=[O:20])[O:21][CH2:22][CH3:23])[cH:11][cH:12]2.[CH3:41][CH2:42][OH:43].[K+:2].[OH-:1].[OH2:40]>>[Br:3][c:4]1[c:5](-[c:29]2[c:30](-[c:35]3[n:36][n:37][n:38][nH:39]3)[cH:31][cH:32][cH:33][cH:34]2)[o:6][c:7]2[c:8]1[cH:9][c:10]([CH2:13][n:14]1[c:15]([CH2:27][CH3:28])[n:16][c:17]([CH:24]3[CH2:25][CH2:26]3)[c:18]1[C:19](=[O:20])[OH:21])[cH:11][cH:12]2. Starting materials: CC=1C=C2CC(NC2=CC1)=O (5-methylindolin-2-one), CN(CCN(C(\C=C\C1=NN(C2=CC(=CC=C12)C=O)COCC[Si](C)(C)C)=O)C)C ((E)-N-(2-(dimethylamino)ethyl)-3-(6-formyl-1-((2-(trimethylsilyl)ethoxy)methyl)-1H-indazol-3-yl)-N-methylacrylamide). Yields the product CN(CCN(C(C=CC1=NNC2=CC(=CC=C12)/C=C\1/C(NC2=CC=C(C=C12)C)=O)=O)C)C (N-(2-(dimethylamino)ethyl)-N-methyl-3-(6-((E)-(5-methyl-2-oxoindolin-3-ylidene)methyl)-1H-indazol-3-yl)acrylamide), yellow solid. Yield: 41.0%. Reaction SMILES: [CH3:1][C:2]1[CH:3]=[C:4]2[C:8](=[CH:9][CH:10]=1)[NH:7][C:6](=[O:11])[CH2:5]2.[CH3:12][N:13]([CH3:41])[CH2:14][CH2:15][N:16]([CH3:40])[C:17](=[O:39])/[CH:18]=[CH:19]/[C:20]1[C:28]2[C:23](=[CH:24][C:25]([CH:29]=O)=[CH:26][CH:27]=2)[N:22](COCC[Si](C)(C)C)[N:21]=1>>[CH3:41][N:13]([CH3:12])[CH2:14][CH2:15][N:16]([CH3:40])[C:17](=[O:39])[CH:18]=[CH:19][C:20]1[C:28]2[C:23](=[CH:24][C:25](/[CH:29]=[C:5]3/[C:6](=[O:11])[NH:7][C:8]4[C:4]/3=[CH:3][C:2]([CH3:1])=[CH:10][CH:9]=4)=[CH:26][CH:27]=2)[NH:22][N:21]=1. Procedure details: The title compound was synthesized according to the method described in Example A57 from 5-methylindolin-2-one (8.0 mg, 0.0535 mmol) and (E)-N-(2-(dimethylamino)ethyl)-3-(6-formyl-1-((2-(trimethylsilyl)ethoxy)methyl)-1H-indazol-3-yl)-N-methylacrylamide (23 mg, 0.0535 mmol) with a modified purification procedure. The product was extracted into EtOAc after the final deprotection step and washed with NaHCO3(sat) (2×), brine (2×) and the organic layer dried over MgSO4. After removal of solvent the r... Reactants: CC=1C=C(CO)C(=CC1)SC1=CC=CC=C1 (3-methyl-6-(phenylthio)-benzyl alcohol), S(=O)(Cl)Cl (thionyl chloride). Solvent: C1=CC=CC=C1 (benzene). Reaction conditions: time 90 minute. Yields the product CC=1C=C(CCl)C(=CC1)SC1=CC=CC=C1 (3-methyl-6-(phenylthio)-benzyl chloride). RXN SMILES: [CH3:1][C:2]1[CH:3]=[C:4]([C:7]([S:10][C:11]2[CH:16]=[CH:15][CH:14]=[CH:13][CH:12]=2)=[CH:8][CH:9]=1)[CH2:5]O.S(Cl)([Cl:19])=O>C1C=CC=CC=1>[CH3:1][C:2]1[CH:3]=[C:4]([C:7]([S:10][C:11]2[CH:16]=[CH:15][CH:14]=[CH:13][CH:12]=2)=[CH:8][CH:9]=1)[CH2:5][Cl:19]. Procedure: 570.7 g of 3-methyl-6-(phenylthio)-benzyl alcohol are dissolved in 1.5 litres of benzene and heated under reflux. There are added dropwise thereto within 45 minutes 352 ml of thionyl chloride and the mixture is boiled for a further 90 minutes. Then the mixture is concentrated under reduced pressure and there is obtained 3-methyl-6-(phenylthio)-benzyl chloride as a red-brown oil. 194 g of potassium cyanide in 250 ml of water are heated under reflux for 17 hours under an argon atmosphere with 616.... Starting materials: [H-].[Na+] (sodium hydride), BrC1CCCCCC1 (bromocycloheptane), O (water), SCCO (2-mercaptoethanol). The solvent is CN(C=O)C (dimethylformamide), C(C)OCC (diethyl ether), CN(C=O)C (dimethylformamide), CN(C=O)C (dimethylformamide). Reaction conditions: time 20 minute. Product: C1(CCCCCC1)SCCO (2-hydroxyethyl cycloheptyl sulfide). Isolated yield 92.9%. As a reaction SMILES: [SH:1][CH2:2][CH2:3][OH:4].[H-].[Na+].Br[CH:8]1[CH2:14][CH2:13][CH2:12][CH2:11][CH2:10][CH2:9]1.O>CN(C)C=O.C(OCC)C>[CH:8]1([S:1][CH2:2][CH2:3][OH:4])[CH2:14][CH2:13][CH2:12][CH2:11][CH2:10][CH2:9]1 |f:1.2|. Procedure details: 2.32 g of 2-mercaptoethanol, dissolved beforehand in 10 cm3 of dimethylformamide, were slowly added, under an inert atmosphere and at a temperature in the region of 20° C., to a stirred suspension of 0.91 g of 60% sodium hydride in 10 cm3 of anhydrous dimethylformamide. After stirring for 20 minutes, 3.5 g of bromocycloheptane, dissolved in 10 cm3 of dimethylformamide, were added. The reaction was brought to completion by stirring at a temperature in the region of 20° C. for 1 hour 30 minutes. T... The reactants are CCN(CC)c1ccccc1, Cl, CC(C)ON=O, O. Product: CCN(CC)c1ccc(N=O)cc1. RXN SMILES: [CH2:1]([CH3:2])[N:3]([c:4]1[cH:5][cH:6][cH:7][cH:8][cH:9]1)[CH2:10][CH3:11].[ClH:12].[N:13](=[O:14])[O:15][CH:16]([CH3:17])[CH3:18].[OH2:19]>>[CH2:1]([CH3:2])[N:3]([c:4]1[cH:5][cH:6][c:7]([N:13]=[O:14])[cH:8][cH:9]1)[CH2:10][CH3:11]. The reactants are FC(COC=1C=C(C=CC1C(F)(F)F)C1=NC=2N(C(=C1)C(F)(F)F)N=CC2C(=O)O)(F)F (5-[3-(2,2,2-trifluoro-ethoxy)-4-trifluoromethyl-phenyl]-7-trifluoromethyl-pyrazolo[1,5-a]pyrimidine-3-carboxylic acid), NC1=NC=C(C(=N)NO)C=C1 (6-amino-N-hydroxy-nicotinamidine). Product: FC(COC=1C=C(C=CC1C(F)(F)F)C1=NC=2N(C(=C1)C(F)(F)F)N=CC2C2=NC(=NO2)C=2C=CC(=NC2)N)(F)F (5-(5-{5-[3-(2,2,2-Trifluoro-ethoxy)-4-trifluoromethyl-phenyl]-7-trifluoromethyl-pyrazolo[1,5-a]pyrimidin-3-yl}-[1,2,4]oxadiazol-3-yl)-pyridin-2-ylamine). RXN SMILES: [F:1][C:2]([F:32])([F:31])[CH2:3][O:4][C:5]1[CH:6]=[C:7]([C:15]2[CH:20]=[C:19]([C:21]([F:24])([F:23])[F:22])[N:18]3[N:25]=[CH:26][C:27]([C:28](O)=O)=[C:17]3[N:16]=2)[CH:8]=[CH:9][C:10]=1[C:11]([F:14])([F:13])[F:12].[NH2:33][C:34]1[CH:43]=[CH:42][C:37]([C:38]([NH:40][OH:41])=[NH:39])=[CH:36][N:35]=1>>[F:32][C:2]([F:1])([F:31])[CH2:3][O:4][C:5]1[CH:6]=[C:7]([C:15]2[CH:20]=[C:19]([C:21]([F:22])([F:23])[F:24])[N:18]3[N:25]=[CH:26][C:27]([C:28]4[O:41][N:40]=[C:38]([C:37]5[CH:42]=[CH:43][C:34]([NH2:33])=[N:35][CH:36]=5)[N:39]=4)=[C:17]3[N:16]=2)[CH:8]=[CH:9][C:10]=1[C:11]([F:12])([F:13])[F:14]. Procedure: The title compound was prepared from 5-[3-(2,2,2-trifluoro-ethoxy)-4-trifluoromethyl-phenyl]-7-trifluoromethyl-pyrazolo[1,5-a]pyrimidine-3-carboxylic acid (example C.10) (237 mg, 0.5 mmol) and 6-amino-N-hydroxy-nicotinamidine (example B.4) (114 mg, 0.75 mmol) according to general procedure II. Obtained after flash chromatography on silica gel (ethyl acetate/heptane) and further purification by crystallization (dichloromethane/hexane) as a yellow solid (129 mg, 44%). MS (ISP) 590.3 [(M+H)+]; mp 2... Reactants: F[B-](F)(F)F, CCN(C(C)C)C(C)C, C1CCOC1, CS(=O)(=O)Nc1ccc(CN)cc1F, O, On1nnc2ccccc21, O=C(O)C1CCC2(CC1)CC(c1ccccc1)=NO2, CN(C)C(On1nnc2ccccc21)=[N+](C)C. The product is CS(=O)(=O)Nc1ccc(CNC(=O)C2CCC3(CC2)CC(c2ccccc2)=NO3)cc1F. RXN SMILES: [B-:40]([F:41])([F:42])([F:43])[F:44].[CH2:20]([N:21]([CH:22]([CH3:23])[CH3:24])[CH:25]([CH3:26])[CH3:27])[CH3:28].[CH2:76]1[O:77][CH2:78][CH2:79][CH2:80]1.[NH2:62][CH2:63][c:64]1[cH:65][c:66]([F:75])[c:67]([NH:70][S:71](=[O:72])(=[O:73])[CH3:74])[cH:68][cH:69]1.[OH2:29].[OH:30][n:31]1[c:32]2[cH:33][cH:34][cH:35][cH:36][c:37]2[n:38][n:39]1.[c:1]1([C:7]2=[N:8][O:9][C:10]3([CH2:11]2)[CH2:12][CH2:13][CH:14]([C:17](=[O:18])[OH:19])[CH2:15][CH2:16]3)[cH:2][cH:3][cH:4][cH:5][cH:6]1.[n:45]1([O:46][C:47]([N:48]([CH3:49])[CH3:50])=[N+:51]([CH3:52])[CH3:53])[c:54]2[cH:55][cH:56][cH:57][cH:58][c:59]2[n:60][n:61]1>>[c:1]1([C:7]2=[N:8][O:9][C:10]3([CH2:11]2)[CH2:12][CH2:13][CH:14]([C:17](=[O:19])[NH:62][CH2:63][c:64]2[cH:65][c:66]([F:75])[c:67]([NH:70][S:71](=[O:72])(=[O:73])[CH3:74])[cH:68][cH:69]2)[CH2:15][CH2:16]3)[cH:2][cH:3][cH:4][cH:5][cH:6]1.